From a dataset of the Open Reaction Database (ORD), a public repository of structured organic reaction records. describe an organic reaction: reactants, conditions, products, and yield The reactants are ClC1C(NCC2CC12)=O (5-chloro-3-azabicyclo(4.1.0)heptan-4-one), ( c ), C(C)(C)(C)O (t-butanol). Product: C12C(NCC2C1)C(=O)O (3-azabicyclo(3.1.0)hexane-2-carboxylic acid). RXN SMILES: Cl[CH:2]1[CH:8]2[CH:6]([CH2:7]2)[CH2:5][NH:4][C:3]1=[O:9].C([OH:14])(C)(C)C>>[CH:8]12[CH2:7][CH:6]1[CH2:5][NH:4][CH:2]2[C:3]([OH:9])=[O:14]. Procedure details: 0.9 g of IV prepared in experiment (c) was refluxed for 16 hours in t-butanol containing 0.5 g potassium. The reaction mixture was allowed to cool, the solvent was evaporated under reduced pressure and the residue was poured into 20 ml of water. Dilute (4 N) hydrochloric acid was added until the solution was acidic and then extracted thrice with methylene chloride. The water layer was then passed over a column filled with Dowex 50W-X8 ion-exchange resin. Eluting the resin with ammonium hydroxide... Reactants: C(C)(C)(C)OC(=O)NC[C@H](C(=O)O)CC1=C(C=CC(=C1)Cl)OC ((2R)-3-[(tert-butoxycarbonyl)amino]-2-(5-chloro-2-methoxybenzyl)propanoic acid), C(=O)(N1C=NC=C1)N1C=NC=C1 (1,1′-carbonyldiimidazole), O.N (ammonia water). Run in O1CCCC1 (tetrahydrofuran). Conditions: time 1 hour. Yields the product NC([C@@H](CNC(OC(C)(C)C)=O)CC1=C(C=CC(=C1)Cl)OC)=O (tert-butyl(2R)-3-amino-2-(5-chloro-2-methoxybenzyl)-3-oxopropylcarbamate). Isolated yield 90.3%. As a reaction SMILES: [C:1]([O:5][C:6]([NH:8][CH2:9][C@@H:10]([CH2:14][C:15]1[CH:20]=[C:19]([Cl:21])[CH:18]=[CH:17][C:16]=1[O:22][CH3:23])[C:11](O)=[O:12])=[O:7])([CH3:4])([CH3:3])[CH3:2].C(N1C=CN=C1)([N:26]1C=CN=C1)=O.O.N>O1CCCC1>[NH2:26][C:11](=[O:12])[C@H:10]([CH2:14][C:15]1[CH:20]=[C:19]([Cl:21])[CH:18]=[CH:17][C:16]=1[O:22][CH3:23])[CH2:9][NH:8][C:6](=[O:7])[O:5][C:1]([CH3:4])([CH3:3])[CH3:2] |f:2.3|. Reported procedure: (Step 3) To (2R)-3-[(tert-butoxycarbonyl)amino]-2-(5-chloro-2-methoxybenzyl)propanoic acid (15 g) in tetrahydrofuran (75 ml) solution, 1,1′-carbonyldiimidazole (7.8 g) was added under ice cooling and the mixture was stirred at room temperature for 1 hour. The reaction solution was cooled to 0° C., 28% ammonia water (15 ml) was added, and the mixture was stirred at room temperature for 30 minutes. To the reaction solution, distilled water, ethyl acetate, and tetrahydrofuran were added, the aqueou... The reactants are [N+](=O)([O-])C1=CC(=C(N)C=C1)C(F)(F)F (4-nitro-2-(trifluoromethyl)aniline), Cl (hydrochloric acid), N(=O)[O-].[Na+] (sodium nitrite), diazonium salt, cupric chloride, S(=O)=O (sulfur dioxide). Run in O (water), C(C)(=O)O (acetic acid). Run at time 18 hour. Product: [N+](=O)([O-])C1=C(C=C(C=C1)S(=O)(=O)Cl)C(F)(F)F (4-nitro-3-(trifluoromethyl)-benzenesulfonyl chloride). Isolated yield 84.0%. RXN SMILES: [N+]([C:4]1[CH:10]=[CH:9][C:7](N)=[C:6]([C:11]([F:14])([F:13])[F:12])[CH:5]=1)([O-])=O.[N:15]([O-:17])=[O:16].[Na+].[S:19](=[O:21])=[O:20].[ClH:22]>O.C(O)(=O)C>[N+:15]([C:7]1[CH:9]=[CH:10][C:4]([S:19]([Cl:22])(=[O:21])=[O:20])=[CH:5][C:6]=1[C:11]([F:14])([F:13])[F:12])([O-:17])=[O:16] |f:1.2|. Procedure: A mixture containing 57.5 g (0.28 mole) of 4-nitro-2-(trifluoromethyl)aniline in 200 ml of concentrated hydrochloric acid was heated to 90° for 15 minutes and left stirring at ambient temperature for 18 hours. The resulting mixture was chilled to 4° and diazotized with 21.4 g (0.31 mole) of sodium nitrite in 50 ml of water. After one hour, the diazonium salt solution was added dropwise over 20 minutes and with stirring to a cold (5°-10°) solution containing 13 g of cupric chloride and 64 g of su...